Dataset: the Open Reaction Database (ORD), a public repository of structured organic reaction records. Task: describe an organic reaction: reactants, conditions, products, and yield The solvent is O (water). Conditions: time 2 hour. The reactants are ClC1=C(C(=O)NC(NC=2C(=NC=CC2)N2CCC(CC2)C(=O)O)=O)C=C(C(=C1)F)F (3′-[3-(2-chloro-4,5-difluorobenzoyl)ureido]-3,4,5,6-tetrahydro-2H-[1,2′]bipyridinyl-4-carboxylic acid), CCN(C(C)C)C(C)C (Hunig's base), CN(C)C=O (DMF), [Cl-].[NH4+] (ammonium chlorid). RXN SMILES: [Cl:1][C:2]1[CH:28]=[C:27]([F:29])[C:26]([F:30])=[CH:25][C:3]=1[C:4]([NH:6][C:7](=[O:24])[NH:8][C:9]1[C:10]([N:15]2[CH2:20][CH2:19][CH:18]([C:21]([OH:23])=O)[CH2:17][CH2:16]2)=[N:11][CH:12]=[CH:13][CH:14]=1)=[O:5].C[N:32](C=O)C.[Cl-].[NH4+].CCN(C(C)C)C(C)C>O>[Cl:1][C:2]1[CH:28]=[C:27]([F:29])[C:26]([F:30])=[CH:25][C:3]=1[C:4]([NH:6][C:7](=[O:24])[NH:8][C:9]1[C:10]([N:15]2[CH2:16][CH2:17][CH:18]([C:21]([NH2:32])=[O:23])[CH2:19][CH2:20]2)=[N:11][CH:12]=[CH:13][CH:14]=1)=[O:5] |f:2.3|. Yields the product ClC1=C(C(=O)NC(NC=2C(=NC=CC2)N2CCC(CC2)C(=O)N)=O)C=C(C(=C1)F)F (3′-[3-(2-Chloro-4,5-difluorobenzoyl)ureido]-3,4,5,6-tetrahydro-2H-[1,2′]bipyridinyl-4-carboxamide). Procedure: The mixture consisting of 50 mg of 3′-[3-(2-chloro-4,5-difluorobenzoyl)ureido]-3,4,5,6-tetrahydro-2H-[1,2′]bipyridinyl-4-carboxylic acid, 0.5 ml of DMF, 6.1 mg of ammonium chlorid, 40 μl of Hunig's base and 37.3 mg of Totu was stirred at room temperature for 2 hours. Afterwards, it was diluted with 5 ml of water and the mixture was stirred briefly. The precipitate was filtered of with suction and dried under reduced pressure. Starting materials: COCCOC, Cc1ccccc1-c1cc(I)ncc1C(=O)N(C)Cc1cc(C(F)(F)F)cc(C(F)(F)F)c1, [Na+], [Na+], O=C([O-])[O-], c1ccc(P(c2ccccc2)(c2ccccc2)[Pd](P(c2ccccc2)(c2ccccc2)c2ccccc2)(P(c2ccccc2)(c2ccccc2)c2ccccc2)P(c2ccccc2)(c2ccccc2)c2ccccc2)cc1, OB(O)c1ccncc1. The product is Cc1ccccc1-c1cc(-c2ccncc2)ncc1C(=O)N(C)Cc1cc(C(F)(F)F)cc(C(F)(F)F)c1. As a reaction SMILES: [CH2:126]([CH2:127][O:128][CH3:129])[O:130][CH3:131].[F:1][C:2]([c:3]1[cH:4][c:5]([CH2:6][N:7]([C:8]([c:9]2[cH:10][n:11][c:12]([I:22])[cH:13][c:14]2-[c:15]2[c:16]([CH3:21])[cH:17][cH:18][cH:19][cH:20]2)=[O:23])[CH3:24])[cH:25][c:26]([C:28]([F:29])([F:30])[F:31])[cH:27]1)([F:32])[F:33].[Na+:43].[Na+:44].[O-:45][C:46](=[O:47])[O-:48].[cH:49]1[cH:50][cH:51][c:52]([P:53]([Pd:54]([P:55]([c:56]2[cH:57][cH:58][cH:59][cH:60][cH:61]2)([c:62]2[cH:63][cH:64][cH:65][cH:66][cH:67]2)[c:68]2[cH:69][cH:70][cH:71][cH:72][cH:73]2)([P:74]([c:75]2[cH:76][cH:77][cH:78][cH:79][cH:80]2)([c:81]2[cH:82][cH:83][cH:84][cH:85][cH:86]2)[c:87]2[cH:88][cH:89][cH:90][cH:91][cH:92]2)[P:93]([c:94]2[cH:95][cH:96][cH:97][cH:98][cH:99]2)([c:100]2[cH:101][cH:102][cH:103][cH:104][cH:105]2)[c:106]2[cH:107][cH:108][cH:109][cH:110][cH:111]2)([c:112]2[cH:113][cH:114][cH:115][cH:116][cH:117]2)[c:118]2[cH:119][cH:120][cH:121][cH:122][cH:123]2)[cH:124][cH:125]1.[n:34]1[cH:35][cH:36][c:37]([B:40]([OH:41])[OH:42])[cH:38][cH:39]1>>[F:1][C:2]([c:3]1[cH:4][c:5]([CH2:6][N:7]([C:8]([c:9]2[cH:10][n:11][c:12](-[c:37]3[cH:36][cH:35][n:34][cH:39][cH:38]3)[cH:13][c:14]2-[c:15]2[c:16]([CH3:21])[cH:17][cH:18][cH:19][cH:20]2)=[O:23])[CH3:24])[cH:25][c:26]([C:28]([F:29])([F:30])[F:31])[cH:27]1)([F:32])[F:33].